Dataset: the Open Reaction Database (ORD), a public repository of structured organic reaction records. Task: describe an organic reaction: reactants, conditions, products, and yield Reactants: C(C1=CC=CC=C1)OC[C@H](CO)C1=C(C=CC=C1)OC ((2S)-3-benzyloxy-2-(2-methoxyphenyl)propan-1-ol), C1(=CC=CC=C1)P(C1=CC=CC=C1)C1=CC=CC=C1 (triphenylphosphine), C(Cl)(Cl)(Cl)Cl (carbon tetrachloride), CO (Methanol). Conditions: time 16 hour. Product: C(C1=CC=CC=C1)OC[C@H](CCl)C1=C(C=CC=C1)OC ((2R)-3-Benzyloxy-1-chloro-2-(2-methoxyphenyl)propane). As a reaction SMILES: [CH2:1]([O:8][CH2:9][C@@H:10]([C:13]1[CH:18]=[CH:17][CH:16]=[CH:15][C:14]=1[O:19][CH3:20])[CH2:11]O)[C:2]1[CH:7]=[CH:6][CH:5]=[CH:4][CH:3]=1.C1(P(C2C=CC=CC=2)C2C=CC=CC=2)C=CC=CC=1.CO.C(Cl)(Cl)(Cl)[Cl:43]>>[CH2:1]([O:8][CH2:9][C@@H:10]([C:13]1[CH:18]=[CH:17][CH:16]=[CH:15][C:14]=1[O:19][CH3:20])[CH2:11][Cl:43])[C:2]1[CH:7]=[CH:6][CH:5]=[CH:4][CH:3]=1. Procedure: A solution of (2S)-3-benzyloxy-2-(2-methoxyphenyl)propan-1-ol (Description 98, 2 g, 7.4 mmol) and triphenylphosphine (2.12 g, 8.1 mmol) in carbon tetrachloride (10 mL) was heated in an oil bath at 100° C. for 5 h. Methanol (1 mL) was cautiously added and the mixture was cooled to room temperature and stirred for 16 h. The solvent was evaporated under reduced pressure and the residue was purified by chromatography on silica gel, eluting with hexane/EtOAc (100:0 increasing to 95:5) to give the tit... The reactants are ClC1=CC(=CC=C1)C(=O)OO (metachloroperbenzoic acid), C(\C=C/CN1C(N(C(C1(C)C)=O)C1=CC(=C(C#N)C=C1)C(F)(F)F)=O)N1C(N(C(C1(C)C)=O)C1=CC(=C(C#N)C=C1)C(F)(F)F)=O (4,4′-[(2Z)-but-2-ene-1,4-diylbis(4,4-dimethyl-2,5-dioxoimidazolidine-3,1-diyl)]bis[2-(trifluoromethyl)benzonitrile]), 3-metachloroperbenzoic acid, C(Cl)Cl.CCO (DCM EtOH). Run in ClCCl (dichloromethane). Run at time 4 day. The product is O1[C@@H]([C@@H]1CN1C(N(C(C1(C)C)=O)C1=CC(=C(C#N)C=C1)C(F)(F)F)=O)CN1C(N(C(C1(C)C)=O)C1=CC(=C(C#N)C=C1)C(F)(F)F)=O (4,4′-{(2R,3S)-oxirane-2,3-diylbis[methanediyl(4,4-dimethyl-2,5-dioxoimidazolidine-3,1-diyl)]}bis[2-(trifluoromethyl)benzonitrile]). The yield is 50.0%. RXN SMILES: [CH2:1]([N:26]1[C:30]([CH3:32])([CH3:31])[C:29](=[O:33])[N:28]([C:34]2[CH:41]=[CH:40][C:37]([C:38]#[N:39])=[C:36]([C:42]([F:45])([F:44])[F:43])[CH:35]=2)[C:27]1=[O:46])/[CH:2]=[CH:3]\[CH2:4][N:5]1[C:9]([CH3:11])([CH3:10])[C:8](=[O:12])[N:7]([C:13]2[CH:20]=[CH:19][C:16]([C:17]#[N:18])=[C:15]([C:21]([F:24])([F:23])[F:22])[CH:14]=2)[C:6]1=[O:25].C(Cl)Cl.CC[OH:52].ClC1C=CC=C(C(OO)=O)C=1>ClCCl>[O:52]1[C@@H:2]([CH2:1][N:26]2[C:30]([CH3:32])([CH3:31])[C:29](=[O:33])[N:28]([C:34]3[CH:41]=[CH:40][C:37]([C:38]#[N:39])=[C:36]([C:42]([F:45])([F:44])[F:43])[CH:35]=3)[C:27]2=[O:46])[C@H:3]1[CH2:4][N:5]1[C:9]([CH3:11])([CH3:10])[C:8](=[O:12])[N:7]([C:13]2[CH:20]=[CH:19][C:16]([C:17]#[N:18])=[C:15]([C:21]([F:23])([F:24])[F:22])[CH:14]=2)[C:6]1=[O:25] |f:1.2|. Procedure details: The compound of Example 21 (90 mg, 0.139 mmol) is mixed under argon with 3-metachloroperbenzoic acid (72.5 mg, 0.210 mmol) in anhydrous dichloromethane (10 ml). The mixture is stirred at ambient temperature. The progression of the reaction is monitored by TLC (eluent DCM/EtOH: 95/05). After 4 days, starting compound remains. A fresh quantity of metachloroperbenzoic acid (0.124 g, 0.36 mmol) is added to the reaction medium and the reaction medium is stirred at ambient temperature for another 4 da... Starting materials: CN1N=C(N=C1)C(=O)OC (Methyl 1-methyl-1H-1,2,4-triazole-3-carboxylate), CO (methanol), [OH-].[K+] (potassium hydroxide). The solvent is O (water). Conditions: time 3 hour. Product: CN1N=C(N=C1)C(=O)O (1-Methyl-1H-1,2,4-triazole-3-carboxylic acid). The yield is 71.4%. Reaction SMILES: [CH3:1][N:2]1[CH:6]=[N:5][C:4]([C:7]([O:9]C)=[O:8])=[N:3]1.CO.[OH-].[K+]>O>[CH3:1][N:2]1[CH:6]=[N:5][C:4]([C:7]([OH:9])=[O:8])=[N:3]1 |f:2.3|. Procedure details: Methyl 1-methyl-1H-1,2,4-triazole-3-carboxylate (280 mg) and methanol (1 ml) were added to potassium hydroxide (145 mg) in water (1 ml). The reaction was stirred for 3 h at RT. The solvent was evaporated and the residue was loaded onto an aminopropyl SPE cartridge (5 g) in DMF. The cartridge was washed with 10% methanol in DCM (3×15 ml), followed by 30% acetic acid in methanol. The appropriate fractions were combined, the solvent was evaporated and the residue dried at 50° C. under vacuum to giv... The reactants are [OH-].[Na+] (NaOH), C(C)(=O)OCC1=C(C=CC=C1C1=NN(C(C(=C1)NC1=NC=C(C=C1)C1CCN(CC1)C)=O)C)N1C(C2=C(C=C(C=C2C=N1)C(C)(C)C)F)=O (2-(6-tert-butyl-8-fluoro-1-oxophthalazin-2(1H)-yl)-6-(1-methyl-5-(5-(1-methylpiperidin-4-yl)pyridin-2-ylamino)-6-oxo-1,6-dihydropyridazin-3-yl)benzyl acetate), [OH-].[Na+] (NaOH). Run in C1CCOC1 (THF), C1CCOC1 (THF). Reaction conditions: time 8 hour. Yields the product C(C)(C)(C)C=1C=C2C=NN(C(C2=C(C1)F)=O)C1=C(C(=CC=C1)C1=NN(C(C(=C1)NC1=CC=C(C=N1)C1CCN(CC1)C)=O)C)CO (6-tert-Butyl-8-fluoro-2-{2-hydroxymethyl-3-[1-methyl-5-(1′-methyl-1′,2′,3′,4′,5′,6′-hexahydro-[3,4]bipyridinyl-6-ylamino)-6-oxo-1,6-dihydro-pyridazin-3-yl]-phenyl}-2H-phthalazin-1-one). Isolated yield 84.7%. Reaction SMILES: C([O:4][CH2:5][C:6]1[C:11]([C:12]2[CH:17]=[C:16]([NH:18][C:19]3[CH:24]=[CH:23][C:22]([CH:25]4[CH2:30][CH2:29][N:28]([CH3:31])[CH2:27][CH2:26]4)=[CH:21][N:20]=3)[C:15](=[O:32])[N:14]([CH3:33])[N:13]=2)=[CH:10][CH:9]=[CH:8][C:7]=1[N:34]1[N:43]=[CH:42][C:41]2[C:36](=[C:37]([F:48])[CH:38]=[C:39]([C:44]([CH3:47])([CH3:46])[CH3:45])[CH:40]=2)[C:35]1=[O:49])(=O)C.[OH-].[Na+]>C1COCC1>[C:44]([C:39]1[CH:40]=[C:41]2[C:36](=[C:37]([F:48])[CH:38]=1)[C:35](=[O:49])[N:34]([C:7]1[CH:8]=[CH:9][CH:10]=[C:11]([C:12]3[CH:17]=[C:16]([NH:18][C:19]4[N:20]=[CH:21][C:22]([CH:25]5[CH2:30][CH2:29][N:28]([CH3:31])[CH2:27][CH2:26]5)=[CH:23][CH:24]=4)[C:15](=[O:32])[N:14]([CH3:33])[N:13]=3)[C:6]=1[CH2:5][OH:4])[N:43]=[CH:42]2)([CH3:47])([CH3:45])[CH3:46] |f:1.2|. Reported procedure: 2-(6-tert-butyl-8-fluoro-1-oxophthalazin-2(1H)-yl)-6-(1-methyl-5-(5-(1-methylpiperidin-4-yl)pyridin-2-ylamino)-6-oxo-1,6-dihydropyridazin-3-yl)benzyl acetate (1.6 g) was dissolved in 20 mL THF. To the reaction solution was added 12 mL of 2 N NaOH. The reaction mixture was stirred at room temperature overnight. Reaction was not complete. An additional 10 equiv. of 2 N NaOH was added and the reaction mixture was stirred at room temperature for an additional 2 hours. THF was added until the reactio... Starting materials: NC1=CC=C(C=C1)N1N=C(C=C1CC)C=1C=NC=CC1 (1-(4-aminophenyl)-3-(3-pyridyl)-5-ethylpyrazole), C=1(C(=CC=CC1)C=O)C (o-tolualdehyde), C(#N)[BH3-].[Na+] (sodium cyanoborohydride). Solvent: CC(=O)O.CO (HOAc MeOH). Conditions: time 4 hour. Product: C(C)C1=CC(=NN1C1=CC=C(C=C1)NCC1=C(C=CC=C1)C)C=1C=NC=CC1 ([4-(5-Ethyl-3-pyridin-3-yl-pyrazol-1-yl)phenyl]-(2-methylbenzyl)-amine). As a reaction SMILES: [NH2:1][C:2]1[CH:7]=[CH:6][C:5]([N:8]2[C:12]([CH2:13][CH3:14])=[CH:11][C:10]([C:15]3[CH:16]=[N:17][CH:18]=[CH:19][CH:20]=3)=[N:9]2)=[CH:4][CH:3]=1.[C:21]1([CH3:29])[C:22]([CH:27]=O)=[CH:23][CH:24]=[CH:25][CH:26]=1.C([BH3-])#N.[Na+]>CC(O)=O.CO>[CH2:13]([C:12]1[N:8]([C:5]2[CH:6]=[CH:7][C:2]([NH:1][CH2:29][C:21]3[CH:26]=[CH:25][CH:24]=[CH:23][C:22]=3[CH3:27])=[CH:3][CH:4]=2)[N:9]=[C:10]([C:15]2[CH:16]=[N:17][CH:18]=[CH:19][CH:20]=2)[CH:11]=1)[CH3:14] |f:2.3,4.5|. Procedure details: To a stirred solution of 1-(4-aminophenyl)-3-(3-pyridyl)-5-ethylpyrazole (300 mg, 1.14 mmol) and o-tolualdehyde (260 mg, 2.25 mmol) in 5% HOAc/MeOH (6 mL) at room temperature under argon, sodium cyanoborohydride (200 mg, 3.18 mmol) was added. The reaction mixture was stirred at room temperature for 4 h and then concentrated, diluted with water, extracted into ethyl acetate, washed with brine. The residue obtained on concentration was chromatographed on silica gel (eluant, gradient of 25-50% EtOA... Starting materials: O=C1N(c2ccccc2Cl)Cc2cnc(SCc3ccccc3)nc2N1C1CCNCC1, ClCCl, [Na+], [Na+], O=C(OO)c1cccc(Cl)c1, O=S([O-])([O-])=S. The product is O=C1N(c2ccccc2Cl)Cc2cnc(S(=O)Cc3ccccc3)nc2N1C1CCNCC1. RXN SMILES: [CH2:1]([c:2]1[cH:3][cH:4][cH:5][cH:6][cH:7]1)[S:8][c:9]1[n:10][cH:11][c:12]2[c:13]([n:14]1)[N:15]([CH:27]1[CH2:28][CH2:29][NH:30][CH2:31][CH2:32]1)[C:16](=[O:26])[N:17]([c:19]1[c:20]([Cl:25])[cH:21][cH:22][cH:23][cH:24]1)[CH2:18]2.[Cl:51][CH2:52][Cl:53].[Na+:49].[Na+:50].[OH:33][O:34][C:35]([c:36]1[cH:37][c:38]([Cl:39])[cH:40][cH:41][cH:42]1)=[O:43].[S:44]([O-:45])([O-:46])(=[O:47])=[S:48]>>[CH2:1]([c:2]1[cH:3][cH:4][cH:5][cH:6][cH:7]1)[S:8]([c:9]1[n:10][cH:11][c:12]2[c:13]([n:14]1)[N:15]([CH:27]1[CH2:28][CH2:29][NH:30][CH2:31][CH2:32]1)[C:16](=[O:26])[N:17]([c:19]1[c:20]([Cl:25])[cH:21][cH:22][cH:23][cH:24]1)[CH2:18]2)=[O:33].